From a dataset of the Open Reaction Database (ORD), a public repository of structured organic reaction records. describe an organic reaction: reactants, conditions, products, and yield Reactants: BrCCOC1=CC=C(C=C1)OCC1=CC=CC=C1 (1-(2-bromoethoxy)-4-(benzyloxy)-benzene), COC1=CC=C(CC2(CCNCC2)O)C=C1 (4-(4-methoxy-benzyl)-piperidin-4-ol). Yields the product C(C1=CC=CC=C1)OC1=CC=C(OCCN2CCC(CC2)(O)CC2=CC=C(C=C2)OC)C=C1 (1-[2-(4-benzyloxy-phenoxy)-ethyl]-4-(4-methoxy-benzyl)-piperidin-4-ol). Reaction SMILES: Br[CH2:2][CH2:3][O:4][C:5]1[CH:10]=[CH:9][C:8]([O:11][CH2:12][C:13]2[CH:18]=[CH:17][CH:16]=[CH:15][CH:14]=2)=[CH:7][CH:6]=1.[CH3:19][O:20][C:21]1[CH:34]=[CH:33][C:24]([CH2:25][C:26]2([OH:32])[CH2:31][CH2:30][NH:29][CH2:28][CH2:27]2)=[CH:23][CH:22]=1>>[CH2:12]([O:11][C:8]1[CH:9]=[CH:10][C:5]([O:4][CH2:3][CH2:2][N:29]2[CH2:28][CH2:27][C:26]([CH2:25][C:24]3[CH:23]=[CH:22][C:21]([O:20][CH3:19])=[CH:34][CH:33]=3)([OH:32])[CH2:31][CH2:30]2)=[CH:6][CH:7]=1)[C:13]1[CH:18]=[CH:17][CH:16]=[CH:15][CH:14]=1. Reported procedure: The title compound, MS: m/e=448.5 (M+H+), was prepared from 1-(2-bromoethoxy)-4-(benzyloxy)-benzene and 4-(4-methoxy-benzyl)-piperidin-4-ol. Starting materials: BrC1=CC=C(C=C1)C (p-bromotoluene), Cl (HCl), P(OCC)(OCC)[O-] (diethyl phosphite), [Mg] (magnesium), II (iodine), BrCCBr (1,2-dibromoethane). Run in O1CCCC1 (tetrahydrofuran), O1CCCC1 (tetrahydrofuran), C1(=CC=CC=C1)C (toluene), O (water), O1CCCC1 (tetrahydrofuran). Conditions: temperature 40 celsius, time 1 hour. The product is C1(=CC=C(C=C1)P(C1=CC=C(C=C1)C)=O)C (Di(p-tolyl)phosphine oxide). Isolated yield 54.8%. Reaction SMILES: [Mg].II.Br[CH2:5][CH2:6]Br.Br[C:9]1[CH:14]=[CH:13][C:12]([CH3:15])=[CH:11][CH:10]=1.[P:16]([O-:23])(OCC)OCC.Cl>O1CCCC1.C1(C)C=CC=CC=1.O>[C:5]1([CH3:6])[CH:13]=[CH:14][C:9]([PH:16](=[O:23])[C:9]2[CH:14]=[CH:13][C:12]([CH3:15])=[CH:11][CH:10]=2)=[CH:10][CH:11]=1. Procedure: In a stream of nitrogen, a solution of magnesium (58.41 g, 3.48 equivalents), a slight amount of iodine and 1,2-dibromoethane in tetrahydrofuran (400 mL) was stirred at room temperature for 1 hour. After addition of a solution of p-bromotoluene (411.11 g, 3.48 equivalents) in tetrahydrofuran (2000 mL) at 22° C., the mixture was stirred at 40° C. for 1 hour. Then, after addition of a solution of diethyl phosphite (94.76 g, 0.69 mol) in tetrahydrofuran (160 mL) at 20° C., the mixture was stirred a...